The task is: describe an organic reaction: reactants, conditions, products, and yield. This data is from the Open Reaction Database (ORD), a public repository of structured organic reaction records. Reactants: tetrabutylammonium bromide TBAB, ClC=1SC(=CN1)CCl (2-chloro-5-chloromethylthiazole), [H-].[Na+] (sodium hydride), OCC1OC2(OC1)CCN(CC2)CCC2=CC=CC=C2 (2-hydroxymethyl-8-phenethyl-1,4-dioxa-8-azaspiro[4,5]decane), compound. The solvent is C1(=CC=CC=C1)C (toluene), C1(=CC=CC=C1)C (toluene), C1(=CC=CC=C1)C (toluene). Run at temperature 28 celsius. Product: ClC=1SC(=CN1)COCC1OC2(OC1)CCN(CC2)CCC2=CC=CC=C2 (2-(2-chloro-5-thiazolyl)methoxymethyl-8-phenethyl-1,4-dioxa-8-azaspiro[4,5]decane). RXN SMILES: [H-].[Na+].[OH:3][CH2:4][CH:5]1[CH2:9][O:8][C:7]2([CH2:14][CH2:13][N:12]([CH2:15][CH2:16][C:17]3[CH:22]=[CH:21][CH:20]=[CH:19][CH:18]=3)[CH2:11][CH2:10]2)[O:6]1.[Cl:23][C:24]1[S:25][C:26]([CH2:29]Cl)=[CH:27][N:28]=1>C1(C)C=CC=CC=1>[Cl:23][C:24]1[S:25][C:26]([CH2:29][O:3][CH2:4][CH:5]2[CH2:9][O:8][C:7]3([CH2:10][CH2:11][N:12]([CH2:15][CH2:16][C:17]4[CH:18]=[CH:19][CH:20]=[CH:21][CH:22]=4)[CH2:13][CH2:14]3)[O:6]2)=[CH:27][N:28]=1 |f:0.1|. Procedure details: To 8.64 g (0.36 mole) of sodium hydride in toluene (250 ml) was added 2-hydroxymethyl-8-phenethyl-1,4-dioxa-8-azaspiro[4,5]decane (compound 1.50 gm, 0.18 mole) in toluene (350 ml) with stirring at 28° C. The phase transfer catalyst tetrabutylammonium bromide TBAB 2 gm was added and 31 gm of 2-chloro-5-chloromethylthiazole in toluene (225 ml) was then added drop wise at 10° C. and the reaction mixture was refluxed for 15 hrs. The reaction mixture was washed with water and the product was extracte... Reactants: Br.BrCC=1N=C2C(=NC(=NC2=NC1)N)N (6-bromomethyl-2,4-diaminopteridine hydrobromide), CNC1=CC=C(C(=O)N[C@@H](CCC(=O)OCC)C(=O)OCC)C=C1 (diethyl N-[4-(N-methylamino)-benzoyl]glutamate). Product: CCOC(=O)CC[C@@H](C(=O)OCC)NC(=O)C1=CC=C(C=C1)N(C)CC2=CN=C3C(=N2)C(=NC(=N3)N)N (diethyl methotrexate). As a reaction SMILES: Br.Br[CH2:3][C:4]1[N:5]=[C:6]2[C:11](=[N:12][CH:13]=1)[N:10]=[C:9]([NH2:14])[N:8]=[C:7]2[NH2:15].[CH3:16][NH:17][C:18]1[CH:39]=[CH:38][C:21]([C:22]([NH:24][C@H:25]([C:33]([O:35][CH2:36][CH3:37])=[O:34])[CH2:26][CH2:27][C:28]([O:30][CH2:31][CH3:32])=[O:29])=[O:23])=[CH:20][CH:19]=1>>[CH3:32][CH2:31][O:30][C:28]([CH2:27][CH2:26][C@H:25]([NH:24][C:22]([C:21]1[CH:38]=[CH:39][C:18]([N:17]([CH2:3][C:4]2[N:5]=[C:6]3[C:7]([NH2:15])=[N:8][C:9]([NH2:14])=[N:10][C:11]3=[N:12][CH:13]=2)[CH3:16])=[CH:19][CH:20]=1)=[O:23])[C:33]([O:35][CH2:36][CH3:37])=[O:34])=[O:29] |f:0.1|. Procedure: reacting this 6-bromomethyl-2,4-diaminopteridine hydrobromide with diethyl N-[4-(N-methylamino)-benzoyl]glutamate to give diethyl methotrexate, and Reactants: Cl (hydrochloric acid), CS(=O)(=O)OCCC(CC#C)CC (3-ethyl-5-hexynyl methanesulfonate), FC(CCS(=O)(=O)CC#N)(F)F ((3,3,3-trifluoropropylsulfonyl)acetonitrile), C([O-])([O-])=O.[K+].[K+] (potassium carbonate). The solvent is CS(=O)C (dimethyl sulfoxide). Run at temperature 60 celsius, time 20 hour. As a reaction SMILES: CS(O[CH2:6][CH2:7][CH:8]([CH2:12][CH3:13])[CH2:9][C:10]#[CH:11])(=O)=O.[F:14][C:15]([F:25])([F:24])[CH2:16][CH2:17][S:18]([CH2:21][C:22]#[N:23])(=[O:20])=[O:19].C(=O)([O-])[O-].[K+].[K+].Cl>CS(C)=O>[CH2:7]([CH:8]([CH2:9][C:10]#[CH:11])[CH2:12][CH2:13][CH:21]([S:18]([CH2:17][CH2:16][C:15]([F:14])([F:24])[F:25])(=[O:19])=[O:20])[C:22]#[N:23])[CH3:6] |f:2.3.4|. The product is C(C)C(CCC(C#N)S(=O)(=O)CCC(F)(F)F)CC#C (5-ethyl-2-(3,3,3-trifluoropropylsulfonyl)-7-octynenitrile). Procedure: To a solution of 0.7 g of 3-ethyl-5-hexynyl methanesulfonate and 0.7 g of (3,3,3-trifluoropropylsulfonyl)acetonitrile in 20 ml of dimethyl sulfoxide was added 0.5 g of potassium carbonate at room temperature. The reaction mixture was stirred at 60° C. for 20 hours. The reaction mixture was allowed to stand to cool to nearly room temperature. To the reaction mixture was added 10% hydrochloric acid and then extracted with ethyl acetate. The organic layer was washed with a saturated sodium chloride... Isolated yield 37.7%. Reactants: CCCCCCCC(=O)NCCCCCC(=O)OC, CCCC[Sn](CCCC)(OC(C)=O)O[Sn](CCCC)(CCCC)OC(C)=O, CC1(C)CC(O)CC(C)(C)N1, Cc1ccccc1. Yields the product CCCCCCCC(=O)NCCCCCC(=O)OC1CC(C)(C)NC(C)(C)C1. Reaction SMILES: [C:1]([CH2:2][CH2:3][CH2:4][CH2:5][CH2:6][CH2:7][CH3:8])(=[O:9])[NH:10][CH2:11][CH2:12][CH2:13][CH2:14][CH2:15][C:16](=[O:17])[O:18][CH3:19].[C:31]([O:32][Sn:33]([CH2:34][CH2:35][CH2:36][CH3:37])([CH2:38][CH2:39][CH2:40][CH3:41])[O:42][Sn:43]([O:44][C:45](=[O:46])[CH3:47])([CH2:48][CH2:49][CH2:50][CH3:51])[CH2:52][CH2:53][CH2:54][CH3:55])(=[O:56])[CH3:57].[CH3:20][C:21]1([CH3:30])[NH:22][C:23]([CH3:28])([CH3:29])[CH2:24][CH:25]([OH:27])[CH2:26]1.[CH3:58][c:59]1[cH:60][cH:61][cH:62][cH:63][cH:64]1>>[C:1]([CH2:2][CH2:3][CH2:4][CH2:5][CH2:6][CH2:7][CH3:8])(=[O:9])[NH:10][CH2:11][CH2:12][CH2:13][CH2:14][CH2:15][C:16](=[O:17])[O:18][CH:19]1[CH2:20][C:21]([CH3:26])([CH3:30])[NH:22][C:23]([CH3:28])([CH3:29])[CH2:24]1. Reactants: NC1C(NC2=C(C(=N1)C1=CC=CC=C1)C=CC=C2)=O (3(RS)-amino-1,3-dihydro-5-phenyl-2H-1,4-benzodiazepin-2-one), C(CCCC)C1=CC=C(C(=O)Cl)C=C1 (4-n-pentylbenzoyl chloride). The product is C(CCCC)C1=CC=C(C(=O)NC2C(NC3=C(C(=N2)C2=CC=CC=C2)C=CC=C3)=O)C=C1 (1,3-Dihydro-3(RS)-(4-n-pentylbenzoylamino)-5-phenyl-2H-1,4-benzodiazepin-2-one). As a reaction SMILES: [NH2:1][CH:2]1[N:8]=[C:7]([C:9]2[CH:14]=[CH:13][CH:12]=[CH:11][CH:10]=2)[C:6]2[CH:15]=[CH:16][CH:17]=[CH:18][C:5]=2[NH:4][C:3]1=[O:19].[CH2:20]([C:25]1[CH:33]=[CH:32][C:28]([C:29](Cl)=[O:30])=[CH:27][CH:26]=1)[CH2:21][CH2:22][CH2:23][CH3:24]>>[CH2:20]([C:25]1[CH:33]=[CH:32][C:28]([C:29]([NH:1][CH:2]2[N:8]=[C:7]([C:9]3[CH:14]=[CH:13][CH:12]=[CH:11][CH:10]=3)[C:6]3[CH:15]=[CH:16][CH:17]=[CH:18][C:5]=3[NH:4][C:3]2=[O:19])=[O:30])=[CH:27][CH:26]=1)[CH2:21][CH2:22][CH2:23][CH3:24]. Procedure details: The procedure of Example 134 was carried out using 3(RS)-amino-1,3-dihydro-5-phenyl-2H-1,4-benzodiazepin-2-one (39.2 mg, 0.156 mmole) in place of 1,3-dihydro-3(RS)-amino-5-(2-fluorophenyl)-2H-1,4-benzodiazepin-2-one and 4-n-pentylbenzoyl chloride (32.9 mg, 0.156 mmole) in place of p-trifluorobenzoyl chloride. The product was chromatographed on silica gel (15%, (v/v) Et2O in CH2Cl2 elution). The combined product fractions were evaporated to dryness in vacuo and crystallized from Et2O to give the ...